From a dataset of the Open Reaction Database (ORD), a public repository of structured organic reaction records. describe an organic reaction: reactants, conditions, products, and yield Starting materials: C(C)(C)(C)C=1OC2=C(N1)C=CC(=C2S(=O)(=O)Cl)Cl (2-tert-butyl-6-chloro-benzooxazole-7-sulfonyl chloride), Cl.C(C)NOC (N-Ethyl-O-methylhydroxylamine hydrochloride), Cl.C(C)NOC (N-Ethyl-O-methylhydroxylamine hydrochloride), TEA. Solvent: C1CCOC1 (THF), C1CCOC1 (THF), CCOC(=O)C (EtOAc). Run at temperature 0 celsius. Product: C(C)N(S(=O)(=O)C1=C(C=CC=2N=C(OC21)C(C)(C)C)Cl)OC (2-tert-Butyl-6-chloro-benzooxazole-7-sulfonic acid ethyl-methoxy-amide). As a reaction SMILES: Cl.[CH2:2]([NH:4][O:5][CH3:6])[CH3:3].[C:7]([C:11]1[O:12][C:13]2[C:19]([S:20](Cl)(=[O:22])=[O:21])=[C:18]([Cl:24])[CH:17]=[CH:16][C:14]=2[N:15]=1)([CH3:10])([CH3:9])[CH3:8]>C1COCC1.CCOC(C)=O>[CH2:2]([N:4]([O:5][CH3:6])[S:20]([C:19]1[C:13]2[O:12][C:11]([C:7]([CH3:9])([CH3:8])[CH3:10])=[N:15][C:14]=2[CH:16]=[CH:17][C:18]=1[Cl:24])(=[O:21])=[O:22])[CH3:3] |f:0.1|. Reported procedure: N-Ethyl-O-methylhydroxylamine hydrochloride (Intermediate G) (3.39 g, 30.4 mmol) was suspended in dry THF (20 ml) and cooled to 0° C. in an ice bath while stirring. TEA (4.24 ml, 30.4 mmol) was added followed by dropwise addition of 2-tert-butyl-6-chloro-benzooxazole-7-sulfonyl chloride (US 2007/0249672 page 9) (4.68 g, 15.19 mmol) in THF (10 ml) over 2.5 hours. The reaction mixture was stirred at room temperature for 30 minutes. The reaction mixture was diluted with EtOAc and washed with H2O, b... The reactants are ClCCO (2-chloroethanol), [OH-].[Na+] (sodium hydroxide), [OH-].[Na+] (sodium hydroxide), OC1=C(C=C(C(C(=O)O)O)C=C1)C (4-hydroxy-3-methylmandelic acid), [OH-].[Na+] (sodium hydroxide), ClCCO (2-chloroethanol), Cl (hydrochloric acid). Run in O (water), O (water), O (water). Conditions: temperature 70 celsius, time 15 minute. Product: OCCOC1=C(C=C(C(C(=O)O)O)C=C1)C (4-(2-hydroxyethoxy)-3-methylmandelic acid). Reaction SMILES: [OH-].[Na+].[OH:3][C:4]1[CH:14]=[CH:13][C:7]([CH:8]([OH:12])[C:9]([OH:11])=[O:10])=[CH:6][C:5]=1[CH3:15].Cl[CH2:17][CH2:18][OH:19].Cl>O>[OH:19][CH2:18][CH2:17][O:3][C:4]1[CH:14]=[CH:13][C:7]([CH:8]([OH:12])[C:9]([OH:11])=[O:10])=[CH:6][C:5]=1[CH3:15] |f:0.1|. Procedure details: A solution of 8.0 g (200 mmol) of sodium hydroxide in 15 ml of water is added dropwise over a period of one hour to a solution of 18.2 g (100 mmol) of 4-hydroxy-3-methylmandelic acid (Example 13), 4.0 g (100 mmol) of sodium hydroxide and 13.4 ml (200 mmol) of 2-chloroethanol in 60 ml water heated to 70° C. Another 6.7 ml (100 mmol) of 2-chloroethanol and 4.0 g (100 mmol) of sodium hydroxide in 10 ml of water are then added. After another 15 minutes, the reaction mixture is acidified with concent...